Dataset: the Open Reaction Database (ORD), a public repository of structured organic reaction records. Task: describe an organic reaction: reactants, conditions, products, and yield The reactants are COC(=O)c1cc(F)c2cncn2c1Nc1ccc(Br)cc1F, CCN=C=NCCCN(C)C, CCN(C(C)C)C(C)C, Cl, CC(O)CON, [Na+], [OH-], On1nnc2ccccc21. Yields the product CC(O)CONC(=O)c1cc(F)c2cncn2c1Nc1ccc(Br)cc1F. RXN SMILES: [CH3:1][O:2][C:3](=[O:4])[c:5]1[cH:6][c:7]([F:23])[c:8]2[n:9]([c:10]1[NH:11][c:12]1[c:13]([F:19])[cH:14][c:15]([Br:18])[cH:16][cH:17]1)[cH:20][n:21][cH:22]2.[CH3:26][CH2:27][N:28]=[C:29]=[N:30][CH2:31][CH2:32][CH2:33][N:34]([CH3:35])[CH3:36].[CH:54]([N:55]([CH2:56][CH3:57])[CH:58]([CH3:59])[CH3:60])([CH3:61])[CH3:62].[ClH:47].[NH2:48][O:49][CH2:50][CH:51]([CH3:52])[OH:53].[Na+:25].[OH-:24].[OH:37][n:38]1[c:39]2[c:40]([cH:41][cH:42][cH:43][cH:44]2)[n:45][n:46]1>>[C:3](=[O:4])([c:5]1[cH:6][c:7]([F:23])[c:8]2[n:9]([c:10]1[NH:11][c:12]1[c:13]([F:19])[cH:14][c:15]([Br:18])[cH:16][cH:17]1)[cH:20][n:21][cH:22]2)[NH:48][O:49][CH2:50][CH:51]([CH3:52])[OH:53]. Starting materials: CS(=O)(=O)c1cnc2[nH]c(-c3ncccn3)cc2c1, CN(C)C=O, Fc1ccc(CBr)cc1, [H-], [Na+], [Na+], O=C([O-])O. Yields the product CS(=O)(=O)c1cnc2c(c1)cc(-c1ncccn1)n2Cc1ccc(F)cc1. As a reaction SMILES: [CH3:1][S:2](=[O:3])(=[O:4])[c:5]1[cH:6][c:7]2[c:8]([n:9][cH:10]1)[nH:11][c:12](-[c:14]1[n:15][cH:16][cH:17][cH:18][n:19]1)[cH:13]2.[CH3:36][N:37]([CH3:38])[CH:39]=[O:40].[F:22][c:23]1[cH:24][cH:25][c:26]([CH2:27][Br:28])[cH:29][cH:30]1.[H-:20].[Na+:21].[Na+:31].[OH:32][C:33](=[O:34])[O-:35]>>[CH3:1][S:2](=[O:3])(=[O:4])[c:5]1[cH:6][c:7]2[c:8]([n:9][cH:10]1)[n:11]([CH2:27][c:26]1[cH:25][cH:24][c:23]([F:22])[cH:30][cH:29]1)[c:12](-[c:14]1[n:15][cH:16][cH:17][cH:18][n:19]1)[cH:13]2. The reactants are [C@@H]1([C@H](O)[C@H](O)[C@@H](CO)O1)N1C(=O)NC(=O)C=C1 (uridine), C(CCC)[Sn](CCCC)=O (dibutyl tin oxide), C(CCC)[C@@]1([C@@H](O[C@@H]([C@H]1OCCCC)C(O)=[SnH2])N1C(=O)NC(=O)C=C1)O (2',3'-O-dibutylstannyleneuridine), ICCCCCCCCC (iodononane). Yields the product C(CCCCCCCC)O[C@H]1[C@@H](O[C@@H]([C@H]1O)CO)N1C(=O)NC(=O)C=C1 (2'-O-Nonyluridine). RXN SMILES: [C@@H:1]1([N:10]2[CH:17]=[CH:16][C:14](=[O:15])[NH:13][C:11]2=[O:12])[O:9][C@H:6]([CH2:7][OH:8])[C@@H:4]([OH:5])[C@H:2]1[OH:3].C([Sn](=O)CCCC)CCC.C([C@@]1(O)[C@H](OCCCC)[C@@H](C(=[SnH2])O)O[C@H]1N1C=CC(=O)NC1=O)CCC.I[CH2:55][CH2:56][CH2:57][CH2:58][CH2:59][CH2:60][CH2:61][CH2:62][CH3:63]>>[CH2:55]([O:3][C@@H:2]1[C@H:4]([OH:5])[C@@H:6]([CH2:7][OH:8])[O:9][C@H:1]1[N:10]1[CH:17]=[CH:16][C:14](=[O:15])[NH:13][C:11]1=[O:12])[CH2:56][CH2:57][CH2:58][CH2:59][CH2:60][CH2:61][CH2:62][CH3:63]. Procedure details: As per the procedure of Example 49, uridine (22.5 g) was treated with dibutyl tin oxide (22.5 g, 1 eq). The resulting 2',3'-O-dibutylstannyleneuridine was treated with iodononane (11 ml, 1.3 eq.) at 130°-140° C. as per Example 50 to give the 2' and 3' isomers (11.2 g) as an oil.